Dataset: the Open Reaction Database (ORD), a public repository of structured organic reaction records. Task: describe an organic reaction: reactants, conditions, products, and yield The reactants are C(=NC1CCCCC1)=NC1CCCCC1, ClCCl, CC(=O)Oc1cc(C(ON=C(C(=O)O)c2csc(NC(c3ccccc3)(c3ccccc3)c3ccccc3)n2)C(=O)OC(c2ccccc2)c2ccccc2)cc(OC(C)=O)c1OC(C)=O, Cc1cc(SCC2=C(C(=O)OC(c3ccccc3)c3ccccc3)N3C(=O)C(N)C3SC2)n2nc(C(=O)OC(c3ccccc3)c3ccccc3)nc2n1. The product is CC(=O)Oc1cc(C(ON=C(C(=O)NC2C(=O)N3C(C(=O)OC(c4ccccc4)c4ccccc4)=C(CSc4cc(C)nc5nc(C(=O)OC(c6ccccc6)c6ccccc6)nn45)CSC23)c2csc(NC(c3ccccc3)(c3ccccc3)c3ccccc3)n2)C(=O)OC(c2ccccc2)c2ccccc2)cc(OC(C)=O)c1OC(C)=O. Reaction SMILES: [CH:121]1([N:122]=[C:123]=[N:124][CH:125]2[CH2:126][CH2:127][CH2:128][CH2:129][CH2:130]2)[CH2:131][CH2:132][CH2:133][CH2:134][CH2:135]1.[Cl:136][CH2:137][Cl:138].[c:1]1([C:7]([c:8]2[cH:9][cH:10][cH:11][cH:12][cH:13]2)([c:14]2[cH:15][cH:16][cH:17][cH:18][cH:19]2)[NH:20][c:21]2[s:22][cH:23][c:24]([C:26]([C:27](=[O:28])[OH:29])=[N:30][O:31][CH:32]([c:33]3[cH:34][c:35]([O:47][C:48]([CH3:49])=[O:50])[c:36]([O:43][C:44]([CH3:45])=[O:46])[c:37]([O:39][C:40]([CH3:41])=[O:42])[cH:38]3)[C:51](=[O:52])[O:53][CH:54]([c:55]3[cH:56][cH:57][cH:58][cH:59][cH:60]3)[c:61]3[cH:62][cH:63][cH:64][cH:65][cH:66]3)[n:25]2)[cH:2][cH:3][cH:4][cH:5][cH:6]1.[c:67]1([CH:73]([c:74]2[cH:75][cH:76][cH:77][cH:78][cH:79]2)[O:80][C:81](=[O:82])[C:83]2=[C:90]([CH2:91][S:92][c:93]3[cH:94][c:95]([CH3:118])[n:96][c:97]4[n:98]3[n:99][c:100]([C:102](=[O:103])[O:104][CH:105]([c:106]3[cH:107][cH:108][cH:109][cH:110][cH:111]3)[c:112]3[cH:113][cH:114][cH:115][cH:116][cH:117]3)[n:101]4)[CH2:89][S:88][CH:87]3[N:84]2[C:85](=[O:120])[CH:86]3[NH2:119])[cH:68][cH:69][cH:70][cH:71][cH:72]1>>[c:1]1([C:7]([c:8]2[cH:9][cH:10][cH:11][cH:12][cH:13]2)([c:14]2[cH:15][cH:16][cH:17][cH:18][cH:19]2)[NH:20][c:21]2[s:22][cH:23][c:24]([C:26]([C:27](=[O:28])[NH:119][CH:86]3[C:85](=[O:120])[N:84]4[C:83]([C:81]([O:80][CH:73]([c:67]5[cH:68][cH:69][cH:70][cH:71][cH:72]5)[c:74]5[cH:75][cH:76][cH:77][cH:78][cH:79]5)=[O:82])=[C:90]([CH2:91][S:92][c:93]5[cH:94][c:95]([CH3:118])[n:96][c:97]6[n:98]5[n:99][c:100]([C:102](=[O:103])[O:104][CH:105]([c:106]5[cH:107][cH:108][cH:109][cH:110][cH:111]5)[c:112]5[cH:113][cH:114][cH:115][cH:116][cH:117]5)[n:101]6)[CH2:89][S:88][CH:87]43)=[N:30][O:31][CH:32]([c:33]3[cH:34][c:35]([O:47][C:48]([CH3:49])=[O:50])[c:36]([O:43][C:44]([CH3:45])=[O:46])[c:37]([O:39][C:40]([CH3:41])=[O:42])[cH:38]3)[C:51](=[O:52])[O:53][CH:54]([c:55]3[cH:56][cH:57][cH:58][cH:59][cH:60]3)[c:61]3[cH:62][cH:63][cH:64][cH:65][cH:66]3)[n:25]2)[cH:2][cH:3][cH:4][cH:5][cH:6]1. Starting materials: COC(=O)C12CN(Cc3ccccc3)CC1C(=O)CCC2(C)c1ccccc1, CO, NN, O. The product is COC(=O)C12CN(Cc3ccccc3)CC1C(=NN)CCC2(C)c1ccccc1. As a reaction SMILES: [CH2:1]([c:2]1[cH:3][cH:4][cH:5][cH:6][cH:7]1)[N:8]1[CH2:9][CH:10]2[C:11](=[O:28])[CH2:12][CH2:13][C:14]([c:21]3[cH:22][cH:23][cH:24][cH:25][cH:26]3)([CH3:27])[C:15]2([C:17](=[O:18])[O:19][CH3:20])[CH2:16]1.[CH3:32][OH:33].[NH2:30][NH2:31].[OH2:29]>>[CH2:1]([c:2]1[cH:3][cH:4][cH:5][cH:6][cH:7]1)[N:8]1[CH2:9][CH:10]2[C:11](=[N:30][NH2:31])[CH2:12][CH2:13][C:14]([c:21]3[cH:22][cH:23][cH:24][cH:25][cH:26]3)([CH3:27])[C:15]2([C:17](=[O:18])[O:19][CH3:20])[CH2:16]1.